From a dataset of the Open Reaction Database (ORD), a public repository of structured organic reaction records. describe an organic reaction: reactants, conditions, products, and yield The reactants are FC=1C=C(C=CC1C(C)C)OC (3-fluoro-4-isopropylanisole), S(=O)([O-])[O-].[Na+].[Na+] (Sodium sulfite), Br (HBr), OO (hydrogen peroxide). Reaction conditions: temperature 27.5 celsius, time 3 hour. The product is BrC1=C(C=C(C(=C1)C(C)C)F)OC (2-bromo-4-isopropyl-5-fluoroanisole). The yield is 98.0%. As a reaction SMILES: [F:1][C:2]1[CH:3]=[C:4]([O:11][CH3:12])[CH:5]=[CH:6][C:7]=1[CH:8]([CH3:10])[CH3:9].[BrH:13].OO.S([O-])([O-])=O.[Na+].[Na+]>>[Br:13][C:5]1[CH:6]=[C:7]([CH:8]([CH3:10])[CH3:9])[C:2]([F:1])=[CH:3][C:4]=1[O:11][CH3:12] |f:3.4.5|. Procedure: The crude 3-fluoro-4-isopropylanisole solution from the previous step (100 ml, 0.82 M, 82 mmol) was stirred at 20° C. in the dark. Aqueous 48 wt % HBr (16.6 g, 98.5 mmol) and aqueous 35 wt % hydrogen peroxide (14.0 g, 144 mmol) were added concomitantly over 40 min. The reaction mixture was maintained at 25-30° C. during the addition. The mixture was stirred at 30° C. for 3 h and then was cooled to 5° C. Sodium sulfite (4.2 g) was added in portions over 30 min while maintaining the quench tempera... Starting materials: C(C)(C)(C)OC(=O)N1CC2(C1)CN(CC2)C2=C(C=C(C=C2)N2C(C1=CC=C(C=C1CC2)OC[C@H]2OCCC2)=O)F (6-(2-Fluoro-4-{1-oxo-6-[(S)-1-(tetrahydro-furan-2-yl)methoxy]-3,4-dihydro-1H-isoquinolin-2-yl}-phenyl)-2,6-diaza-spiro[3.4]octane-2-carboxylic acid tert-butyl ester), O1[C@@H](CCC1)COC=1C=C2CCOC(C2=CC1)=O (6-[(S)-1-(Tetrahydro-furan-2-yl)methoxy]-isochroman-1-one), C(C)(C)(C)OC(=O)N1CC2(C1)CN(CC2)C2=C(C=C(C=C2)N)F (6-(4-Amino-2-fluoro-phenyl)-2,6-diaza-spiro[3.4]octane-2-carboxylic acid tert-butyl ester). Product: C1NCC12CN(CC2)C2=C(C=C(C=C2)N2C(C1=CC=C(C=C1C=C2)OC[C@H]2OCCC2)=O)OC (2-[4-(2,6-Diaza-spiro[3.4]oct-6-yl)-3-methoxy-phenyl]-6-[(S)-1-(tetrahydro-furan-2-yl)methoxy]-2H-isoquinolin-1-one). Reaction SMILES: C(OC([N:8]1[CH2:11][C:10]2([CH2:15][CH2:14][N:13]([C:16]3[CH:21]=[CH:20][C:19]([N:22]4[CH2:31][CH2:30][C:29]5[C:24](=[CH:25][CH:26]=[C:27]([O:32][CH2:33][C@@H:34]6[CH2:38][CH2:37][CH2:36][O:35]6)[CH:28]=5)[C:23]4=[O:39])=[CH:18][C:17]=3F)[CH2:12]2)[CH2:9]1)=O)(C)(C)C.[O:41]1CCC[C@H:42]1COC1C=C2C(=CC=1)C(=O)OCC2.C(OC(N1CC2(CCN(C3C=CC(N)=CC=3F)C2)C1)=O)(C)(C)C>>[CH2:9]1[C:10]2([CH2:15][CH2:14][N:13]([C:16]3[CH:21]=[CH:20][C:19]([N:22]4[CH:31]=[CH:30][C:29]5[C:24](=[CH:25][CH:26]=[C:27]([O:32][CH2:33][C@@H:34]6[CH2:38][CH2:37][CH2:36][O:35]6)[CH:28]=5)[C:23]4=[O:39])=[CH:18][C:17]=3[O:41][CH3:42])[CH2:12]2)[CH2:11][NH:8]1. Procedure details: 6-(2-Fluoro-4-{1-oxo-6-[(S)-1-(tetrahydro-furan-2-yl)methoxy]-3,4-dihydro-1H-isoquinolin-2-yl}-phenyl)-2,6-diaza-spiro[3.4]octane-2-carboxylic acid tert-butyl ester Reaction of 6-[(S)-1-(Tetrahydro-furan-2-yl)methoxy]-isochroman-1-one with 6-(4-Amino-2-fluoro-phenyl)-2,6-diaza-spiro[3.4]octane-2-carboxylic acid tert-butyl ester by method AC resulted in the desired product with the molecular weight 551, 66 (C31H38FN3O5); MS (ESI): 552 (M+H+). Starting materials: Cc1cncc(C(=O)O)c1, Nc1cnc(OCC(F)(F)F)c(-c2ccc(Cl)cc2)c1. The product is Cc1cncc(C(=O)Nc2cnc(OCC(F)(F)F)c(-c3ccc(Cl)cc3)c2)c1. Reaction SMILES: [CH3:21][c:22]1[cH:23][c:24]([C:28](=[O:29])[OH:30])[cH:25][n:26][cH:27]1.[Cl:1][c:2]1[cH:3][cH:4][c:5](-[c:8]2[cH:9][c:10]([NH2:20])[cH:11][n:12][c:13]2[O:14][CH2:15][C:16]([F:17])([F:18])[F:19])[cH:6][cH:7]1>>[Cl:1][c:2]1[cH:3][cH:4][c:5](-[c:8]2[cH:9][c:10]([NH:20][C:28]([c:24]3[cH:23][c:22]([CH3:21])[cH:27][n:26][cH:25]3)=[O:29])[cH:11][n:12][c:13]2[O:14][CH2:15][C:16]([F:17])([F:18])[F:19])[cH:6][cH:7]1. Starting materials: CC(C)(C)OC(=O)NCCNC1CCN(c2ccccc2[N+](=O)[O-])CC1, CCOC(C)=O, Cl. Yields the product NCCNC1CCN(c2ccccc2[N+](=O)[O-])CC1. As a reaction SMILES: [C:1]([O:2][C:3](=[O:4])[NH:7][CH2:8][CH2:9][NH:10][CH:11]1[CH2:12][CH2:13][N:14]([c:17]2[c:18]([N+:23](=[O:24])[O-:25])[cH:19][cH:20][cH:21][cH:22]2)[CH2:15][CH2:16]1)([CH3:5])([CH3:6])[CH3:26].[CH3:28][CH2:29][O:30][C:31](=[O:32])[CH3:33].[ClH:27]>>[NH2:7][CH2:8][CH2:9][NH:10][CH:11]1[CH2:12][CH2:13][N:14]([c:17]2[c:18]([N+:23](=[O:24])[O-:25])[cH:19][cH:20][cH:21][cH:22]2)[CH2:15][CH2:16]1. The reactants are CC(C)=CCCC(C)=CC=O (citral), C(COP(=O)(O)O)N (phosphorylethanolamine), Poly(ε-caprolactone), CCCCCCCCCCCCCCCCCC(=O)OCC([C@@H]1[C@@H]([C@H](CO1)O)O)O (Sorbitan monostearate), Polysorbate 80. The solvent is O (water). Yields the product CC/C=C\CC1C(CCC1=O)CC(=O)OC (methyl jasmonate). RXN SMILES: CCCCCC[CH2:7][CH2:8][CH2:9][CH2:10][CH2:11][CH2:12][CH2:13][CH2:14][CH2:15][CH2:16][CH2:17][C:18]([O:20][CH2:21]C(O)[C@H]1OC[C@H](O)[C@H]1O)=[O:19].CC(=CCCC(=CC=[O:41])C)C.C(N)COP(O)(O)=O>O>[CH3:7][CH2:8]/[CH:9]=[CH:10]\[CH2:11][CH:12]1[C:13](=[O:41])[CH2:14][CH2:15][CH:16]1[CH2:17][C:18]([O:20][CH3:21])=[O:19]. Procedure: Poly(ε-caprolactone) having average Mw 65.000, Sorbitan monostearate (Span®60), and Polysorbate 80 (Tween®80) were obtained from Sigma-Aldrich (St. Louis, USA). All organic solvents used for were HPLC grade purchased from J. T. Baker (Ecatepec, Mexico). Ultrapure water was produced in-house by Milli-Q System (18 MΩ) (Millipore Corporation, Bedford, Mass., USA). Nanoparticles containing citral (3,7-dimethyl-2,6-octadienal), phosphorylethanolamine and/or methyl jasmonate were obtained as follows. ... The reactants are Cc1oc(-c2ccccc2)nc1CCOc1ccc2c(c1)OCC(C(=O)OC(C)(C)C)C2, O=CO. Yields the product Cc1oc(-c2ccccc2)nc1CCOc1ccc2c(c1)OCC(C(=O)O)C2. As a reaction SMILES: [C:1]([CH3:2])([CH3:3])([CH3:4])[O:5][C:6](=[O:7])[CH:8]1[CH2:9][O:10][c:11]2[cH:12][c:13]([O:18][CH2:19][CH2:20][c:21]3[n:22][c:23](-[c:27]4[cH:28][cH:29][cH:30][cH:31][cH:32]4)[o:24][c:25]3[CH3:26])[cH:14][cH:15][c:16]2[CH2:17]1.[CH:33]([OH:34])=[O:35]>>[O:5]=[C:6]([OH:7])[CH:8]1[CH2:9][O:10][c:11]2[cH:12][c:13]([O:18][CH2:19][CH2:20][c:21]3[n:22][c:23](-[c:27]4[cH:28][cH:29][cH:30][cH:31][cH:32]4)[o:24][c:25]3[CH3:26])[cH:14][cH:15][c:16]2[CH2:17]1. Reactants: CC(C)(C)OC(=O)NCCCCN1CCN(C(=O)OCc2ccccc2)CC1, CC(=O)O, CO, [OH-], [OH-], [Pd+2]. Product: CC(C)(C)OC(=O)NCCCCN1CCNCC1. As a reaction SMILES: [CH2:1]([O:2][C:3](=[O:4])[N:11]1[CH2:12][CH2:13][N:14]([CH2:17][CH2:18][CH2:19][CH2:20][NH:21][C:22](=[O:23])[O:24][C:25]([CH3:26])([CH3:27])[CH3:28])[CH2:15][CH2:16]1)[c:5]1[cH:6][cH:7][cH:8][cH:9][cH:10]1.[CH3:29][C:30](=[O:31])[OH:32].[CH3:33][OH:34].[OH-:35].[OH-:37].[Pd+2:36]>>[NH:11]1[CH2:12][CH2:13][N:14]([CH2:17][CH2:18][CH2:19][CH2:20][NH:21][C:22](=[O:23])[O:24][C:25]([CH3:26])([CH3:27])[CH3:28])[CH2:15][CH2:16]1.